Task: describe an organic reaction: reactants, conditions, products, and yield. Dataset: the Open Reaction Database (ORD), a public repository of structured organic reaction records The reactants are ClC1=CC=C(C=C1)CC(=O)Cl (4-Chlorophenylacetyl chloride), [N+](#[C-])CC(=O)OCC (Ethyl isocyanoacetate), C(CCC)[Li] (n-Butyllithium), C(C)(=O)O (acetic acid). Solvent: O1CCCC1 (Tetrahydrofuran), O1CCCC1 (Tetrahydrofuran), hexanes. Reaction conditions: time 20 minute. Yields the product ClC1=CC=C(CC2=C(N=CO2)C(=O)OCC)C=C1 (ethyl 5-(4-chlorobenzyl)-1,3-oxazole-4-carboxylate). Yield: 78.5%. RXN SMILES: [N+:1]([CH2:3][C:4]([O:6][CH2:7][CH3:8])=[O:5])#[C-:2].C([Li])CCC.[Cl:14][C:15]1[CH:20]=[CH:19][C:18]([CH2:21][C:22](Cl)=[O:23])=[CH:17][CH:16]=1.C(O)(=O)C>O1CCCC1>[Cl:14][C:15]1[CH:20]=[CH:19][C:18]([CH2:21][C:22]2[O:23][CH:2]=[N:1][C:3]=2[C:4]([O:6][CH2:7][CH3:8])=[O:5])=[CH:17][CH:16]=1. Procedure: To a solution of Ethyl isocyanoacetate (1.00 mL, 9.15 mmol) in Tetrahydrofuran (43 mL) at −78° C. was added 2.5 M n-Butyllithium (9.15 mmol, 9.15 mmol) in hexanes under argon. The mixture was stirred for 20 min. 4-Chlorophenylacetyl chloride (0.753 g, 3.98 mmol) in Tetrahydrofuran (11 mL, 130 mmol) was added at the same temperature. After 1 h, the temperature was raised to rt and then quenched by acetic acid (0.38 g, 6.3 mmol). The mixture was washed with saturated sodium bicarbonate and brine. ... The reactants are CCO, CC1CC(c2nc(I)c(I)[nH]2)N(C(=O)OC(C)(C)C)C1, [Na+], [Na+], O, O=S([O-])[O-]. Yields the product CC1CC(c2ncc(I)[nH]2)N(C(=O)OC(C)(C)C)C1. Reaction SMILES: [CH3:27][CH2:28][OH:29].[I:1][c:2]1[n:3][c:4]([CH:8]2[N:9]([C:14](=[O:15])[O:16][C:17]([CH3:18])([CH3:19])[CH3:20])[CH2:10][CH:11]([CH3:13])[CH2:12]2)[nH:5][c:6]1[I:7].[Na+:25].[Na+:26].[OH2:30].[S:21]([O-:22])([O-:23])=[O:24]>>[I:1][c:2]1[nH:3][c:4]([CH:8]2[N:9]([C:14](=[O:15])[O:16][C:17]([CH3:18])([CH3:19])[CH3:20])[CH2:10][CH:11]([CH3:13])[CH2:12]2)[n:5][cH:6]1.